Dataset: the Open Reaction Database (ORD), a public repository of structured organic reaction records. Task: describe an organic reaction: reactants, conditions, products, and yield Reaction SMILES: [CH3:1][O:2][C:3]1[CH:8]=[CH:7][C:6]([CH3:9])=[CH:5][C:4]=1[CH2:10][CH2:11][CH2:12][C:13]([OH:15])=[O:14].CC([O-])=O.[Na+].[Br:21]Br.S(=O)(O)[O-].[Na+]>C(O)(=O)C>[Br:21][C:8]1[C:3]([O:2][CH3:1])=[C:4]([CH2:10][CH2:11][CH2:12][C:13]([OH:15])=[O:14])[CH:5]=[C:6]([CH3:9])[CH:7]=1 |f:1.2,4.5|. Reaction conditions: time 20 hour. Yields the product BrC=1C(=C(C=C(C1)C)CCCC(=O)O)OC (4-(3-Bromo-2-methoxy-5-methylphenyl)-butyric acid). The solvent is C(C)(=O)O (acetic acid), C(C)(=O)O (acetic acid). Isolated yield 104.5%. Reported procedure: A solution of 4-(2-methoxy-5-methylphenyl)-butyric acid (74 g, 0.36 mole), NaOAc (29.8 g, anhydrous), and glacial acetic acid (710 mL) was stirred under N2 at room temperature. as a solution of bromine (22 mL, 0.43 mole) and glacial acetic acid (185 mL) was added dropwise. The reaction mixture was stirred at room temperature for 20 hours. 10% aqueous sodium bisulfite (400 mL) was added and the solution was extracted with CH2Cl2. The combined extracts were washed with water, 10% aqueous sodium th... Reactants: S([O-])(O)=O.[Na+] (sodium bisulfite), COC1=C(C=C(C=C1)C)CCCC(=O)O (4-(2-methoxy-5-methylphenyl)-butyric acid), CC(=O)[O-].[Na+] (NaOAc), BrBr (bromine). The reactants are COC1=C(C=C(C=C1)F)CCC(CC=CC)O (1-(2′-methoxy-5′-fluorophenyl)hept-5-en-3-ol), BrN1C(CCC1=O)=O (N-bromosuccinimide). Yields the product BrCC1OC(CC1)CCC1=C(C=CC(=C1)F)OC (2-(Bromomethyl)-5-(2′-methoxy-5′-fluorophenethyl)tetrahydrofuran). Run in C(Cl)Cl (CH2Cl2). As a reaction SMILES: [CH3:1][O:2][C:3]1[CH:8]=[CH:7][C:6]([F:9])=[CH:5][C:4]=1[CH2:10][CH2:11][CH:12]([OH:17])[CH2:13][CH:14]=[CH:15][CH3:16].[Br:18]N1C(=O)CCC1=O>C(Cl)Cl>[Br:18][CH2:16][CH:15]1[CH2:14][CH2:13][CH:12]([CH2:11][CH2:10][C:4]2[CH:5]=[C:6]([F:9])[CH:7]=[CH:8][C:3]=2[O:2][CH3:1])[O:17]1. Procedure details: To a solution of 1-(2′-methoxy-5′-fluorophenyl)hept-5-en-3-ol (3.5 g, 14.7 mmol) in dry CH2Cl2 (90 mL) at 0° C. was added N-bromosuccinimide (NBS, 3.15 g, 17.0 mmol) portionwise and the reaction was warmed to room temperature for 12 h. Solvent was then removed in vacuo and the residue was purified by flash column chromatography (5% EtOAc in Hexane, Rf=0.12) to result in the trans isomer (2.05 g, 44%) as an oil; and the cis isomer (743 mg, 16%) as an oil; and mixture of both isomers (1.35 g, 29%)... Reactants: COC(=O)Cn1c(C)c(Cc2cnccc2S(=O)(=O)c2ccccc2)c2cc(F)ccc21, Cl, [Na+], C1CCOC1, [OH-]. Product: Cc1c(Cc2cnccc2S(=O)(=O)c2ccccc2)c2cc(F)ccc2n1CC(=O)O. Reaction SMILES: [CH3:1][O:2][C:3]([CH2:4][n:5]1[c:6]([CH3:31])[c:7]([CH2:15][c:16]2[cH:17][n:18][cH:19][cH:20][c:21]2[S:22](=[O:23])(=[O:24])[c:25]2[cH:26][cH:27][cH:28][cH:29][cH:30]2)[c:8]2[cH:9][c:10]([F:14])[cH:11][cH:12][c:13]12)=[O:32].[ClH:35].[Na+:34].[O:36]1[CH2:37][CH2:38][CH2:39][CH2:40]1.[OH-:33]>>[O:2]=[C:3]([CH2:4][n:5]1[c:6]([CH3:31])[c:7]([CH2:15][c:16]2[cH:17][n:18][cH:19][cH:20][c:21]2[S:22](=[O:23])(=[O:24])[c:25]2[cH:26][cH:27][cH:28][cH:29][cH:30]2)[c:8]2[cH:9][c:10]([F:14])[cH:11][cH:12][c:13]12)[OH:32].